describe an organic reaction: reactants, conditions, products, and yield From a dataset of the Open Reaction Database (ORD), a public repository of structured organic reaction records. Reactants: CCOC(=O)c1c([N+](=O)[O-])c(C)nn1C, CCO. Product: CCOC(=O)c1c(N)c(C)nn1C. RXN SMILES: [CH2:1]([CH3:2])[O:3][C:4](=[O:5])[c:6]1[c:7]([N+:13]([O-:14])=[O:15])[c:8]([CH3:12])[n:9][n:10]1[CH3:11].[CH3:16][CH2:17][OH:18]>>[CH2:1]([CH3:2])[O:3][C:4](=[O:5])[c:6]1[c:7]([NH2:13])[c:8]([CH3:12])[n:9][n:10]1[CH3:11]. Reactants: CC=1C=C(C#N)C=C(C1O)C (3,5-dimethyl-4-hydroxybenzonitrile), ClCCCC#C (1-chloro-4-pentyne), C([O-])([O-])=O.[K+].[K+] (potassium carbonate), CN1C(CCC1)=O (N-methylpyrrolidinone). The solvent is O (water). Reaction conditions: temperature 100 celsius, time 4 hour. Yields the product CC=1C=C(C#N)C=C(C1OCCCC#C)C (3,5-dimethyl-4-(3-ethynylpropoxy)benzonitrile). Yield: 59.8%. Reaction SMILES: [CH3:1][C:2]1[CH:3]=[C:4]([CH:7]=[C:8]([CH3:11])[C:9]=1[OH:10])[C:5]#[N:6].Cl[CH2:13][CH2:14][CH2:15][C:16]#[CH:17].C(=O)([O-])[O-].[K+].[K+].CN1CCCC1=O>O>[CH3:1][C:2]1[CH:3]=[C:4]([CH:7]=[C:8]([CH3:11])[C:9]=1[O:10][CH2:17][CH2:16][CH2:15][C:14]#[CH:13])[C:5]#[N:6] |f:2.3.4|. Reported procedure: A mixture of 40 g 3,5-dimethyl-4-hydroxybenzonitrile, 30.77 g 1-chloro-4-pentyne, 74.63 g potassium carbonate and 130 ml N-methylpyrrolidinone was heated with stirring to 100° C. and stirring was continued at 100° C. for 4 hrs. The mixture was cooled to room temperature and 800 ml of water was added. This mixture was extracted with 400 ml ethyl acetate and the extract was washed with 2N sodium hydroxide and saturated sodium chloride solution, dried over anhydrous magnesium sulfate and concentrat...